Dataset: the Open Reaction Database (ORD), a public repository of structured organic reaction records. Task: describe an organic reaction: reactants, conditions, products, and yield Starting materials: CCO, Cl, CCOC(=O)COc1cccc(-n2nc(-c3ccc(F)cc3)c3cccnc32)c1, [Na+], C1COCCO1, [OH-], O. The product is O=C(O)COc1cccc(-n2nc(-c3ccc(F)cc3)c3cccnc32)c1. Reaction SMILES: [CH3:3][CH2:4][OH:5].[ClH:35].[F:6][c:7]1[cH:8][cH:9][c:10](-[c:13]2[n:14][n:15](-[c:22]3[cH:23][c:24]([O:25][CH2:26][C:27](=[O:28])[O:29][CH2:30][CH3:31])[cH:32][cH:33][cH:34]3)[c:16]3[n:17][cH:18][cH:19][cH:20][c:21]23)[cH:11][cH:12]1.[Na+:2].[O:37]1[CH2:38][CH2:39][O:40][CH2:41][CH2:42]1.[OH-:1].[OH2:36]>>[F:6][c:7]1[cH:8][cH:9][c:10](-[c:13]2[n:14][n:15](-[c:22]3[cH:23][c:24]([O:25][CH2:26][C:27](=[O:28])[OH:29])[cH:32][cH:33][cH:34]3)[c:16]3[n:17][cH:18][cH:19][cH:20][c:21]23)[cH:11][cH:12]1. The reactants are COC(COC=1C2=C(N=C(N1)SC)N(C(=C2C(C(=O)N)=O)CC)CC2=CC(=CC=C2)C(F)(F)F)=O ([[2-(methylthio)-5-(aminooxoacetyl)-6-ethyl-7-[[3-(trifluoromethyl)phenyl]-methyl]-7H-pyrrolo[2,3-d]pyrimidin-4-yl]oxy]acetic acid methyl ester), [OH-].[Na+] (sodium hydroxide). Solvent: CO (methanol). Product: CSC=1N=C(C2=C(N1)N(C(=C2C(C(=O)N)=O)CC)CC2=CC(=CC=C2)C(F)(F)F)OCC(=O)O ([[2-(methylthio)-5-(aminooxoacetyl)-6-ethyl-7-[[3-(trifluoromethyl)phenyl]methyl]-7H-pyrrolo[2,3-d]pyrimidin-4-yl]oxy]acetic acid). The yield is 78.1%. Reaction SMILES: C[O:2][C:3](=[O:35])[CH2:4][O:5][C:6]1[C:7]2[C:16]([C:17](=[O:21])[C:18]([NH2:20])=[O:19])=[C:15]([CH2:22][CH3:23])[N:14]([CH2:24][C:25]3[CH:30]=[CH:29][CH:28]=[C:27]([C:31]([F:34])([F:33])[F:32])[CH:26]=3)[C:8]=2[N:9]=[C:10]([S:12][CH3:13])[N:11]=1.[OH-].[Na+]>CO>[CH3:13][S:12][C:10]1[N:11]=[C:6]([O:5][CH2:4][C:3]([OH:35])=[O:2])[C:7]2[C:16]([C:17](=[O:21])[C:18]([NH2:20])=[O:19])=[C:15]([CH2:22][CH3:23])[N:14]([CH2:24][C:25]3[CH:30]=[CH:29][CH:28]=[C:27]([C:31]([F:34])([F:32])[F:33])[CH:26]=3)[C:8]=2[N:9]=1 |f:1.2|. Procedure: A mixture of 66 mg (0.129 mmol) of [[2-(methylthio)-5-(aminooxoacetyl)-6-ethyl-7-[[3-(trifluoromethyl)phenyl]-methyl]-7H-pyrrolo[2,3-d]pyrimidin-4-yl]oxy]acetic acid methyl ester and 10 mL of methanol was treated with 0.10 mL of 2 M sodium hydroxide and stirred at reflux for 4 hours. The reaction was cooled to ambient temperature. The product precipitated upon addition of 1 M HCl and was collected by filtration. The solids were dried in vacuo to provide 50 mg (79%) of [[2-(methylthio)-5-(aminoox... Procedure details: Reaction of tert-butyl 4-(2,4-dichlorophenyl)-2-(methylsulfonyl)-5,6,7,8-tetrahydropyridino[4,3-d]pyrimidine-6-carboxylate and 2-(2-aminoethylamino)-5-nitropyridine gave tert-butyl 4-(2,4-dichlorophenyl)-2-({2-[(5-nitro(2-pyridyl))-amino]ethyl}amino)-5,6,7,8-tetrahydropyridino[4,3-d]pyrimidine-6-carboxylate. Reaction SMILES: [Cl:1][C:2]1[CH:7]=[C:6]([Cl:8])[CH:5]=[CH:4][C:3]=1[C:9]1[C:10]2[CH2:22][N:21]([C:23]([O:25][C:26]([CH3:29])([CH3:28])[CH3:27])=[O:24])[CH2:20][CH2:19][C:11]=2[N:12]=[C:13](S(C)(=O)=O)[N:14]=1.[NH2:30][CH2:31][CH2:32][NH:33][C:34]1[CH:39]=[CH:38][C:37]([N+:40]([O-:42])=[O:41])=[CH:36][N:35]=1>>[Cl:1][C:2]1[CH:7]=[C:6]([Cl:8])[CH:5]=[CH:4][C:3]=1[C:9]1[C:10]2[CH2:22][N:21]([C:23]([O:25][C:26]([CH3:29])([CH3:28])[CH3:27])=[O:24])[CH2:20][CH2:19][C:11]=2[N:12]=[C:13]([NH:30][CH2:31][CH2:32][NH:33][C:34]2[CH:39]=[CH:38][C:37]([N+:40]([O-:42])=[O:41])=[CH:36][N:35]=2)[N:14]=1. Reactants: ClC1=C(C=CC(=C1)Cl)C=1C2=C(N=C(N1)S(=O)(=O)C)CCN(C2)C(=O)OC(C)(C)C (tert-butyl 4-(2,4-dichlorophenyl)-2-(methylsulfonyl)-5,6,7,8-tetrahydropyridino[4,3-d]pyrimidine-6-carboxylate), NCCNC1=NC=C(C=C1)[N+](=O)[O-] (2-(2-aminoethylamino)-5-nitropyridine). The product is ClC1=C(C=CC(=C1)Cl)C=1C2=C(N=C(N1)NCCNC1=NC=C(C=C1)[N+](=O)[O-])CCN(C2)C(=O)OC(C)(C)C (tert-butyl 4-(2,4-dichlorophenyl)-2-({2-[(5-nitro(2-pyridyl))-amino]ethyl}amino)-5,6,7,8-tetrahydropyridino[4,3-d]pyrimidine-6-carboxylate). Reactants: C1CCOC1, COC(=O)C=C1CCC2(CC1)OCCO2, CCCC[N+](CCCC)(CCCC)CCCC, [F-], C[N+](=O)[O-], O. The product is COC(=O)CC1(C[N+](=O)[O-])CCC2(CC1)OCCO2. Reaction SMILES: [CH2:38]1[O:39][CH2:40][CH2:41][CH2:42]1.[CH3:1][O:2][C:3]([CH:4]=[C:5]1[CH2:6][CH2:7][C:8]2([O:9][CH2:10][CH2:11][O:12]2)[CH2:13][CH2:14]1)=[O:15].[CH3:21][CH2:22][CH2:23][CH2:24][N+:25]([CH2:26][CH2:27][CH2:28][CH3:29])([CH2:30][CH2:31][CH2:32][CH3:33])[CH2:34][CH2:35][CH2:36][CH3:37].[F-:20].[N+:16](=[O:17])([O-:18])[CH3:19].[OH2:43]>>[CH3:1][O:2][C:3]([CH2:4][C:5]1([CH2:19][N+:16](=[O:17])[O-:18])[CH2:6][CH2:7][C:8]2([O:9][CH2:10][CH2:11][O:12]2)[CH2:13][CH2:14]1)=[O:15]. The reactants are FC(C=1NC(=C(C(C1C(=O)OCC)CC(C)C)C(=O)OCC)C(F)(F)F)(F)F (diethyl 2,6-bis(trifluoromethyl)-1,4-dihydro-4-isobutyl-3,5-pyridinedicarboxylate), C1CCC2=NCCCN2CC1 (DBU). Run in C1CCOC1 (THF). The product is FC(C1=NC(=C(C(=C1C(=O)OCC)CC(C)C)C(=O)OCC)C(F)(F)F)F (diethyl 2-(difluoromethyl)-4-isobutyl-6-(trifluoromethyl)-3,5-pyridinedicarboxylate). Yield: 50.3%. As a reaction SMILES: [F:1][C:2]([F:28])([F:27])[C:3]1[NH:4][C:5]([C:23](F)([F:25])[F:24])=[C:6]([C:18]([O:20][CH2:21][CH3:22])=[O:19])[CH:7]([CH2:14][CH:15]([CH3:17])[CH3:16])[C:8]=1[C:9]([O:11][CH2:12][CH3:13])=[O:10].C1CCN2C(=NCCC2)CC1>C1COCC1>[F:25][CH:23]([F:24])[C:5]1[C:6]([C:18]([O:20][CH2:21][CH3:22])=[O:19])=[C:7]([CH2:14][CH:15]([CH3:16])[CH3:17])[C:8]([C:9]([O:11][CH2:12][CH3:13])=[O:10])=[C:3]([C:2]([F:28])([F:1])[F:27])[N:4]=1. Procedure details: A mixture of 10.0 g (0.0240 mole) of diethyl 2,6-bis(trifluoromethyl)-1,4-dihydro-4-isobutyl-3,5-pyridinedicarboxylate, 3.65 g (0.0240 mole) of DBU and 150 ml of THF is held at reflux for 18 hours and concentrated. The residue is dissolved in ether and washed with diluted hydrochloric acid, dried (MgSO4) and concentrated. The residue is kugelrohr distilled at 0.1 torr to give 4.80 g (50%) of the desired product as an oil, nD25 1.4436. Starting materials: C(C)(C)(C)OC(=O)N(C1=CC=C(C=C1)C=1C(=NC2=CC=C(C=C2N1)C(=O)O)C1=CC=CC=C1)C (3-(4-(t-butoxycarbonyl(methyl)amino)phenyl)-2-phenylquinoxaline-6-carboxylic acid), C(=O)([O-])[O-].[K+].[K+] (K2CO3), CI (CH3I). Solvent: CN(C)C=O (DMF). Run at temperature 0 celsius. Product: C(C)(C)(C)OC(=O)N(C1=CC=C(C=C1)C=1C(=NC2=CC=C(C=C2N1)C(=O)OC)C1=CC=CC=C1)C (methyl 3-(4-(t-butoxycarbonyl(methyl)amino)phenyl)-2-phenylquinoxaline-6-carboxylate). The yield is 100.9%. As a reaction SMILES: [C:1]([O:5][C:6]([N:8]([CH3:34])[C:9]1[CH:14]=[CH:13][C:12]([C:15]2[C:16]([C:28]3[CH:33]=[CH:32][CH:31]=[CH:30][CH:29]=3)=[N:17][C:18]3[C:23]([N:24]=2)=[CH:22][C:21]([C:25]([OH:27])=[O:26])=[CH:20][CH:19]=3)=[CH:11][CH:10]=1)=[O:7])([CH3:4])([CH3:3])[CH3:2].[C:35]([O-])([O-])=O.[K+].[K+].CI>CN(C=O)C>[C:1]([O:5][C:6]([N:8]([CH3:34])[C:9]1[CH:10]=[CH:11][C:12]([C:15]2[C:16]([C:28]3[CH:33]=[CH:32][CH:31]=[CH:30][CH:29]=3)=[N:17][C:18]3[C:23]([N:24]=2)=[CH:22][C:21]([C:25]([O:27][CH3:35])=[O:26])=[CH:20][CH:19]=3)=[CH:13][CH:14]=1)=[O:7])([CH3:4])([CH3:3])[CH3:2] |f:1.2.3|. Procedure: A solution of 3-(4-(t-butoxycarbonyl(methyl)amino)phenyl)-2-phenylquinoxaline-6-carboxylic acid (213.5 mg, 0.46 mmol, 1.00 equiv, 99%) and K2CO3 (324.2 mg, 2.35 mmol, 5.00 equiv) in DMF (8 mL) was stirred 45 min at room temperature under an inert atmosphere. CH3I (333.7 mg, 2.35 mmol, 5.00 equiv) was added dropwise, with stirring, at 0° C. The resulting solution was stirred for 1 h at room temperature, then quenched by water. The solution was extracted with 5×10 mL of CH2Cl2, and the organic lay... Reactants: CC#N, ClC(Cl)Cl, O=c1c2cc(-c3ccccc3)c(-c3ccc(CO)cc3)nc2ccn1CCO. The product is O=Cc1ccc(-c2nc3ccn(CCO)c(=O)c3cc2-c2ccccc2)cc1. As a reaction SMILES: [CH3:33][C:34]#[N:35].[CH:29]([Cl:30])([Cl:31])[Cl:32].[OH:1][CH2:2][CH2:3][n:4]1[c:5](=[O:28])[c:6]2[cH:7][c:8](-[c:22]3[cH:23][cH:24][cH:25][cH:26][cH:27]3)[c:9](-[c:14]3[cH:15][cH:16][c:17]([CH2:20][OH:21])[cH:18][cH:19]3)[n:10][c:11]2[cH:12][cH:13]1>>[OH:1][CH2:2][CH2:3][n:4]1[c:5](=[O:28])[c:6]2[cH:7][c:8](-[c:22]3[cH:23][cH:24][cH:25][cH:26][cH:27]3)[c:9](-[c:14]3[cH:15][cH:16][c:17]([CH:20]=[O:21])[cH:18][cH:19]3)[n:10][c:11]2[cH:12][cH:13]1. Product: CC1([C@@H]([C@H]1\C=C\C(C)=O)C(=O)OC(C)(C)C)C (tert.-butyl (1R,trans) 2,2-dimethyl-3-[(E)-3-oxo-1-butenyl]-cyclopropane-1-carboxylate). Procedure: Using the procedure of Example 3, 2.9 g of (1R,trans) 2,2-dimethyl-3-[(E)-3-oxo-1-butenyl]-cyclopropane-1-carboxylic acid chloride and 1.4 ml of tert.-butanol were reacted to obtain 1.43 g of tert.-butyl (1R,trans) 2,2-dimethyl-3-[(E)-3-oxo-1-butenyl]-cyclopropane-1-carboxylate with a specific rotation of [α]D20 =+67°±4° (c=0.25% in benzene). The solvent is C1=CC=CC=C1 (benzene). Reaction SMILES: [CH3:1][C:2]1([CH3:13])[C@H:4](/[CH:5]=[CH:6]/[C:7](=[O:9])[CH3:8])[C@H:3]1[C:10](Cl)=[O:11].[C:14]([OH:18])([CH3:17])([CH3:16])[CH3:15]>C1C=CC=CC=1>[CH3:1][C:2]1([CH3:13])[C@H:4](/[CH:5]=[CH:6]/[C:7](=[O:9])[CH3:8])[C@H:3]1[C:10]([O:18][C:14]([CH3:17])([CH3:16])[CH3:15])=[O:11]. Starting materials: CC1([C@@H]([C@H]1\C=C\C(C)=O)C(=O)Cl)C ((1R,trans) 2,2-dimethyl-3-[(E)-3-oxo-1-butenyl]-cyclopropane-1-carboxylic acid chloride), C(C)(C)(C)O (tert.-butanol).